Task: describe an organic reaction: reactants, conditions, products, and yield. Dataset: the Open Reaction Database (ORD), a public repository of structured organic reaction records Reactants: C(CCCCC)OC=1C=NC(=NC1)C1=CC=C(C=C1)O (5-hexyloxy-2-(4-hydroxyphenyl)pyrimidine), FC(C(C(OC(C(OC(COCCCCCCCBr)(F)F)(F)F)(F)F)(F)F)(F)F)(C(F)(F)F)F (7-(2-(2-(nonafluorobutoxy)tetrafluoroethoxy)-2,2-difluoroethoxy)-1-bromoheptane). Solvent: O (water). Product: C(CCCCC)OC=1C=NC(=NC1)C1=CC=C(C=C1)OCCCCCCCOCC(F)(F)OC(C(OC(C(C(C(F)(F)F)(F)F)(F)F)(F)F)(F)F)(F)F (5-Hexyloxy-2-[4-(7-(2-(2-(nonafluorobutoxy)tetrafluoroethoxy)-2,2-difluoroethoxy)heptyloxy)phenyl]pyrimidine). Reaction SMILES: [CH2:1]([O:7][C:8]1[CH:9]=[N:10][C:11]([C:14]2[CH:19]=[CH:18][C:17]([OH:20])=[CH:16][CH:15]=2)=[N:12][CH:13]=1)[CH2:2][CH2:3][CH2:4][CH2:5][CH3:6].[F:21][C:22]([F:54])([C:50]([F:53])([F:52])[F:51])[C:23]([F:49])([F:48])[C:24]([F:47])([F:46])[O:25][C:26]([F:45])([F:44])[C:27]([F:43])([F:42])[O:28][C:29]([F:41])([F:40])[CH2:30][O:31][CH2:32][CH2:33][CH2:34][CH2:35][CH2:36][CH2:37][CH2:38]Br>O>[CH2:1]([O:7][C:8]1[CH:13]=[N:12][C:11]([C:14]2[CH:15]=[CH:16][C:17]([O:20][CH2:38][CH2:37][CH2:36][CH2:35][CH2:34][CH2:33][CH2:32][O:31][CH2:30][C:29]([O:28][C:27]([F:42])([F:43])[C:26]([F:44])([F:45])[O:25][C:24]([F:46])([F:47])[C:23]([F:48])([F:49])[C:22]([F:21])([F:54])[C:50]([F:52])([F:53])[F:51])([F:41])[F:40])=[CH:18][CH:19]=2)=[N:10][CH:9]=1)[CH2:2][CH2:3][CH2:4][CH2:5][CH3:6]. Procedure: The title compound was prepared essentially as described in Example 1 by combining 5-hexyloxy-2-(4-hydroxyphenyl)pyrimidine (3.0 g, 11.0 mmol) and 7-(2-(2-(nonafluorobutoxy)tetrafluoroethoxy)-2,2-difluoroethoxy)-1-bromoheptane (7.7 g, 12.0 mmol; prepared by combining 1,7-dibromoheptane with 2-(2-(nonafluorobutoxy)tetrafluoroethoxy)-2,2-difluoroethanol). Product was isolated by addition of water (50 mL) to the resulting mixture, followed by filtration and recrystallization from ethanol. The recry... Starting materials: CN(CCN1CCN(CC1)C(=O)C1=CC(=CC=C1)C=1C=C2C(=NC1)N(N=C2C2=C(C=CC(=C2)F)OC)COCC[Si](C)(C)C)C ((4-(2-(dimethylamino)ethyl)piperazin-1-yl)(3-(3-(5-fluoro-2-methoxyphenyl)-1-((2-(trimethylsilyl)ethoxy)methyl)-1H-pyrazolo[3,4-b]pyridin-5-yl)phenyl)methanone), [OH-].[Na+] (Sodium hydroxide). Run in Cl(=O)(=O)(=O)O (perchloric acid), CO (methanol). Conditions: time 15 hour. Yields the product CN(CCN1CCN(CC1)C(=O)C1=CC(=CC=C1)C=1C=C2C(=NC1)NN=C2C2=C(C=CC(=C2)F)OC)C ((4-(2-(dimethylamino)ethyl)piperazin-1-yl)(3-(3-(5-fluoro-2-methoxyphenyl)-1H-pyrazolo[3,4-b]pyridin-5-yl)phenyl)methanone). Yield: 64.0%. Reaction SMILES: [CH3:1][N:2]([CH3:45])[CH2:3][CH2:4][N:5]1[CH2:10][CH2:9][N:8]([C:11]([C:13]2[CH:18]=[CH:17][CH:16]=[C:15]([C:19]3[CH:20]=[C:21]4[C:27]([C:28]5[CH:33]=[C:32]([F:34])[CH:31]=[CH:30][C:29]=5[O:35][CH3:36])=[N:26][N:25](COCC[Si](C)(C)C)[C:22]4=[N:23][CH:24]=3)[CH:14]=2)=[O:12])[CH2:7][CH2:6]1.[OH-].[Na+]>Cl(O)(=O)(=O)=O.CO>[CH3:1][N:2]([CH3:45])[CH2:3][CH2:4][N:5]1[CH2:10][CH2:9][N:8]([C:11]([C:13]2[CH:18]=[CH:17][CH:16]=[C:15]([C:19]3[CH:20]=[C:21]4[C:27]([C:28]5[CH:33]=[C:32]([F:34])[CH:31]=[CH:30][C:29]=5[O:35][CH3:36])=[N:26][NH:25][C:22]4=[N:23][CH:24]=3)[CH:14]=2)=[O:12])[CH2:7][CH2:6]1 |f:1.2|. Procedure: A solution of (4-(2-(dimethylamino)ethyl)piperazin-1-yl)(3-(3-(5-fluoro-2-methoxyphenyl)-1-((2-(trimethylsilyl)ethoxy)methyl)-1H-pyrazolo[3,4-b]pyridin-5-yl)phenyl)methanone from Step 5 in 5% of perchloric acid in methanol (1 mL) was stirred for 45 minutes at room temperature. Sodium hydroxide solution (2M) was then added to the solution slowly until pH ˜8. Ethyl acetate was then used for extraction and the organic layers were combined and concentrated to dryness, which was then redissolved in m... Reported procedure: Ethyl [4-(3,4-dichlorophenoxy)-3-(ethylthio)phenyl]carbamate (0.1 mole) and toluene (100 ml) are charged into a glass reaction vessel fitted with a mechanical stirrer, thermometer and condenser. N-(2,2-dimethoxyethyl)methanamine (0.15 mole) is added to the vessel and the mixture is refluxed for 16 hours. Solvent is then removed by mild warming under reduced pressure to yield the desired product N-[4-(3,4-dichlorophenoxy)-3-(ethylthio)phenyl]-N'-(2,2-dimethoxyethyl)-N'-methylurea. Solvent: C1(=CC=CC=C1)C (toluene). Starting materials: ClC=1C=C(OC2=C(C=C(C=C2)NC(OCC)=O)SCC)C=CC1Cl (Ethyl [4-(3,4-dichlorophenoxy)-3-(ethylthio)phenyl]carbamate), COC(CNC)OC (N-(2,2-dimethoxyethyl)methanamine). Yields the product desired product, ClC=1C=C(OC2=C(C=C(C=C2)NC(=O)N(C)CC(OC)OC)SCC)C=CC1Cl (N-[4-(3,4-dichlorophenoxy)-3-(ethylthio)phenyl]-N'-(2,2-dimethoxyethyl)-N'-methylurea). As a reaction SMILES: [Cl:1][C:2]1[CH:3]=[C:4]([CH:21]=[CH:22][C:23]=1[Cl:24])[O:5][C:6]1[CH:11]=[CH:10][C:9]([NH:12][C:13](=[O:17])OCC)=[CH:8][C:7]=1[S:18][CH2:19][CH3:20].[CH3:25][O:26][CH:27]([O:31][CH3:32])[CH2:28][NH:29][CH3:30]>C1(C)C=CC=CC=1>[Cl:1][C:2]1[CH:3]=[C:4]([CH:21]=[CH:22][C:23]=1[Cl:24])[O:5][C:6]1[CH:11]=[CH:10][C:9]([NH:12][C:13]([N:29]([CH2:28][CH:27]([O:31][CH3:32])[O:26][CH3:25])[CH3:30])=[O:17])=[CH:8][C:7]=1[S:18][CH2:19][CH3:20]. Reactants: CC1CN(c2ccc([N+](=O)[O-])cc2Cl)C(=O)O1, [H][H], C1CCOC1. Product: CC1CN(c2ccc(N)cc2Cl)C(=O)O1. As a reaction SMILES: [Cl:1][c:2]1[c:3]([N:11]2[C:12](=[O:17])[O:13][CH:14]([CH3:16])[CH2:15]2)[cH:4][cH:5][c:6]([N+:8]([O-:9])=[O:10])[cH:7]1.[H:18][H:19].[O:20]1[CH2:21][CH2:22][CH2:23][CH2:24]1>>[Cl:1][c:2]1[c:3]([N:11]2[C:12](=[O:17])[O:13][CH:14]([CH3:16])[CH2:15]2)[cH:4][cH:5][c:6]([NH2:8])[cH:7]1. Procedure: To a solution of 3-hydroxyaniline (1 equiv) in 1,2-dichloroethane is added 4Å powdered molecular sieves, followed by sodium triacetoxyborohydride (1.5 equiv). 2,4-dimethoxybenzaldehyde (1.1 equiv) is added, and the reaction is stirred at room temperature. After completion, the reaction is poured into EtOAc, washed with sat. aq. NaHCO3 and brine, dried (Na2SO4), filtered, and concentrated in vacuo to provide the titled product. Yields the product COC1=C(CNC2=CC(=CC=C2)O)C=CC(=C1)OC (N-(2,4-dimethoxybenzyl)-3-hydroxyaniline). Solvent: ClCCCl (1,2-dichloroethane). RXN SMILES: [OH:1][C:2]1[CH:3]=[C:4]([CH:6]=[CH:7][CH:8]=1)[NH2:5].C(O[BH-](OC(=O)C)OC(=O)C)(=O)C.[Na+].[CH3:23][O:24][C:25]1[CH:32]=[C:31]([O:33][CH3:34])[CH:30]=[CH:29][C:26]=1[CH:27]=O.CCOC(C)=O>ClCCCl>[CH3:23][O:24][C:25]1[CH:32]=[C:31]([O:33][CH3:34])[CH:30]=[CH:29][C:26]=1[CH2:27][NH:5][C:4]1[CH:6]=[CH:7][CH:8]=[C:2]([OH:1])[CH:3]=1 |f:1.2|. Reactants: CCOC(=O)C (EtOAc), OC=1C=C(N)C=CC1 (3-hydroxyaniline), COC1=C(C=O)C=CC(=C1)OC (2,4-dimethoxybenzaldehyde), C(C)(=O)O[BH-](OC(C)=O)OC(C)=O.[Na+] (sodium triacetoxyborohydride).